From a dataset of the Open Reaction Database (ORD), a public repository of structured organic reaction records. describe an organic reaction: reactants, conditions, products, and yield The reactants are CC(=O)O, CCOc1cc(N)c([N+](=O)[O-])cc1C(=O)OC, [Na+], [OH-], O. Yields the product CCOc1cc(N)c([N+](=O)[O-])cc1C(=O)O. RXN SMILES: [CH3:21][C:22](=[O:23])[OH:24].[NH2:1][c:2]1[cH:3][c:4]([O:15][CH2:16][CH3:17])[c:5]([C:6](=[O:7])[O:8][CH3:9])[cH:10][c:11]1[N+:12](=[O:13])[O-:14].[Na+:19].[OH-:18].[OH2:20]>>[NH2:1][c:2]1[cH:3][c:4]([O:15][CH2:16][CH3:17])[c:5]([C:6](=[O:7])[OH:8])[cH:10][c:11]1[N+:12](=[O:13])[O-:14]. Starting materials: N1(CCCC1)CCN1N=CC2=CC=C(C=C12)N (1-(2-pyrrolidin-1-yl-ethyl)-1H-indazol-6-ylamine), O(C1=CC=CC=C1)C1=CC=C(C=C1)CC(=O)O ((4-phenoxy-phenyl)-acetic acid). The product is O(C1=CC=CC=C1)C1=CC=C(C=C1)CC(=O)NC1=CC=C2C=NN(C2=C1)CCN1CCCC1 (2-(4-phenoxyphenyl)-N-[1-(2-pyrrolidin-1-ylethyl)-1H-indazol-6-yl]acetamide). Reaction SMILES: [N:1]1([CH2:6][CH2:7][N:8]2[C:16]3[C:11](=[CH:12][CH:13]=[C:14]([NH2:17])[CH:15]=3)[CH:10]=[N:9]2)[CH2:5][CH2:4][CH2:3][CH2:2]1.[O:18]([C:25]1[CH:30]=[CH:29][C:28]([CH2:31][C:32](O)=[O:33])=[CH:27][CH:26]=1)[C:19]1[CH:24]=[CH:23][CH:22]=[CH:21][CH:20]=1>>[O:18]([C:25]1[CH:26]=[CH:27][C:28]([CH2:31][C:32]([NH:17][C:14]2[CH:15]=[C:16]3[C:11]([CH:10]=[N:9][N:8]3[CH2:7][CH2:6][N:1]3[CH2:5][CH2:4][CH2:3][CH2:2]3)=[CH:12][CH:13]=2)=[O:33])=[CH:29][CH:30]=1)[C:19]1[CH:24]=[CH:23][CH:22]=[CH:21][CH:20]=1. Procedure: According to the procedure for Example 49, 1-(2-pyrrolidin-1-yl-ethyl)-1H-indazol-6-ylamine and (4-phenoxy-phenyl)-acetic acid were processed to provide the title compound. 1H NMR (500 MHz, DMSO-D6) δ ppm 1.82 (m, 2 H), 1.98 (m, 2 H), 3.03 (m, 2 H), 3.52 (m, 2 H), 3.69 (m, 4 H), 4.67 (t, J=6.24 Hz, 2 H), 6.99 (m, 4 H), 7.13 (m, 2 H), 7.38 (m, 4 H), 7.72 (m, 1 H), 8.08 (m, 1 H), 8.29 (s, 1 H), 10.42 (s, 1 H); MS (DCI/NH3) m/z 441 (M+H)+. Reactants: FC1=CC=C(C=C1)C1=C(CC(C1)(CO)CO)C1=CC=C(C=C1)S(=O)(=O)C (1-[2-(4-fluorophenyl)-4,4-di(hydroxymethyl)cyclopenten-1-yl]-4-(methylsulfonyl)benzene), C1(=CC=C(C=C1)S(=O)(=O)Cl)C (p-toluenesulfonyl chloride). The solvent is N1=CC=CC=C1 (pyridine). Run at time 17 hour. Yields the product FC1=CC=C(C=C1)C1=C(CC(C1)(CS(=O)(=O)C1=CC=C(C)C=C1)CS(=O)(=O)C1=CC=C(C)C=C1)C1=CC=C(C=C1)S(=O)(=O)C (1-[2-(4-fluorophenyl)-4,4-di(tosylmethyl)cyclopenten-1-yl]-4-(methylsulfonyl)benzene). Yield: 138.8%. RXN SMILES: [F:1][C:2]1[CH:7]=[CH:6][C:5]([C:8]2[CH2:12][C:11]([CH2:15]O)([CH2:13]O)[CH2:10][C:9]=2[C:17]2[CH:22]=[CH:21][C:20]([S:23]([CH3:26])(=[O:25])=[O:24])=[CH:19][CH:18]=2)=[CH:4][CH:3]=1.[C:27]1([CH3:37])[CH:32]=[CH:31][C:30]([S:33](Cl)(=[O:35])=[O:34])=[CH:29][CH:28]=1>N1C=CC=CC=1>[F:1][C:2]1[CH:7]=[CH:6][C:5]([C:8]2[CH2:12][C:11]([CH2:15][S:23]([C:20]3[CH:21]=[CH:22][C:17]([CH3:9])=[CH:18][CH:19]=3)(=[O:25])=[O:24])([CH2:13][S:33]([C:30]3[CH:31]=[CH:32][C:27]([CH3:37])=[CH:28][CH:29]=3)(=[O:35])=[O:34])[CH2:10][C:9]=2[C:17]2[CH:22]=[CH:21][C:20]([S:23]([CH3:26])(=[O:25])=[O:24])=[CH:19][CH:18]=2)=[CH:4][CH:3]=1. Procedure: Under nitrogen, a solution of 2.34 mmol of the crude 1-[2-(4-fluorophenyl)-4,4-di(hydroxymethyl)cyclopenten-1-yl]-4-(methylsulfonyl)benzene (prepared in Step 9) in 8 mL of pyridine at ambient temperature was treated with 1.2 g (6.3 mmol) of p-toluenesulfonyl chloride (tosyl chloride). The resulting solution was stirred at room temperature for 17 hours, concentrated in vacuo, and chromatographed on silca gel to give 1.06 g (66% overall yield from Step 9) of 1-[2-(4-fluorophenyl)-4,4-di(tosylmethy... Reactants: C([O-])(O)=O.[Na+] (sodium bicarbonate), Cl.CN(CCN)C (N,N-dimethylethylenediamine hydrochloride), C(C)N=C=NCCCN(C)C (1-ethyl-3-(3-dimethylaminopropyl)carbodiimide), C(=O)(O)C1=CC=C(OCC2=C(C=C3C(=N2)CCCCC3)C(=O)OCC)C=C1 (ethyl 2-(4-carboxyphenoxymethyl)-6,7,8,9-tetrahydro-5H-cyclohepta[b]pyridine-3-carboxylate). The solvent is C(Cl)Cl (methylene chloride), C(Cl)(Cl)Cl (chloroform). Conditions: time 15 hour. Product: CN(C)CCNC(=O)C1=CC=C(OCC2=C(C=C3C(=N2)CCCCC3)C(=O)OCC)C=C1 (Ethyl 2-{4-[2-(N,N-dimethylamino)ethylaminocarbonyl]phenoxymethyl}-6,7,8,9-tetrahydro-5H-cyclohepta[b]pyridine-3-carboxylate). Isolated yield 52.7%. RXN SMILES: [C:1]([C:4]1[CH:27]=[CH:26][C:7]([O:8][CH2:9][C:10]2[N:15]=[C:14]3[CH2:16][CH2:17][CH2:18][CH2:19][CH2:20][C:13]3=[CH:12][C:11]=2[C:21]([O:23][CH2:24][CH3:25])=[O:22])=[CH:6][CH:5]=1)(O)=[O:2].Cl.[CH3:29][N:30]([CH3:34])[CH2:31][CH2:32][NH2:33].C(N=C=NCCCN(C)C)C.C(=O)(O)[O-].[Na+]>C(Cl)Cl.C(Cl)(Cl)Cl>[CH3:29][N:30]([CH2:31][CH2:32][NH:33][C:1]([C:4]1[CH:27]=[CH:26][C:7]([O:8][CH2:9][C:10]2[N:15]=[C:14]3[CH2:16][CH2:17][CH2:18][CH2:19][CH2:20][C:13]3=[CH:12][C:11]=2[C:21]([O:23][CH2:24][CH3:25])=[O:22])=[CH:6][CH:5]=1)=[O:2])[CH3:34] |f:1.2,4.5|. Procedure: In an atmosphere of argon, ethyl 2-(4-carboxyphenoxymethyl)-6,7,8,9-tetrahydro-5H-cyclohepta[b]pyridine-3-carboxylate (1.22 g, 3.31 mmol) was dissolved in methylene chloride (5.0 ml), and the solution was mixed with N,N-dimethylethylenediamine hydrochloride (0.44 ml, 4.01 mmol) and 1-ethyl-3-(3-dimethylaminopropyl)carbodiimide (EDC) hydrochloride (954.2 mg, 4.98 mmol) at 0° C. and then stirred at room temperature for 15 hours. The reaction solution was diluted with chloroform, mixed with saturat... Starting materials: ClC=1C(=NC(=NC1S(=O)C)N)C=1OC=CC1 (5-chloro-4-furan-2-yl-6-methanesulfinyl-pyrimidin-2-yl-amine), M{37Cl} H+, M{35Cl} H+, SCCC1=NC=CC=C1 (2-mercaptoethylpyridine), C1CCC2=NCCCN2CC1 (DBU). Run in O1CCOCC1 (dioxane). Product: ClC=1C(=NC(=NC1SCCC1=NC=CC=C1)N)C=1OC=CC1 (5-Chloro-4-furan-2-yl-6-(2-pyridin-2-yl-ethylsulfanyl)-pyrimidin-2-yl-amine). RXN SMILES: [Cl:1][C:2]1[C:3]([C:12]2[O:13][CH:14]=[CH:15][CH:16]=2)=[N:4][C:5]([NH2:11])=[N:6][C:7]=1[S:8]([CH3:10])=O.SC[CH2:19][C:20]1[CH:25]=[CH:24][CH:23]=[CH:22][N:21]=1.C1CCN2C(=NCCC2)CC1>O1CCOCC1>[Cl:1][C:2]1[C:3]([C:12]2[O:13][CH:14]=[CH:15][CH:16]=2)=[N:4][C:5]([NH2:11])=[N:6][C:7]=1[S:8][CH2:10][CH2:19][C:20]1[CH:25]=[CH:24][CH:23]=[CH:22][N:21]=1. Procedure: From 5-chloro-4-furan-2-yl-6-methanesulfinyl-pyrimidin-2-yl-amine, 2-mercaptoethylpyridine and DBU in dioxane. ES-MS m/e (%): 335 (M{37Cl}+H+, 30), 333 (M{35Cl}+H+, 100).